From a dataset of the Open Reaction Database (ORD), a public repository of structured organic reaction records. describe an organic reaction: reactants, conditions, products, and yield The reactants are CNC (dimethylamine), O=S1(NC2N(C3=C1C=C(C=C3)OC3=CC=C(C=C3)CC(=O)O)CCC2)=O ({4-[(5,5-Dioxido-2,3,3a,4-tetrahydro-1H-pyrrolo[2,1-c][1,2,4]benzothiadiazin-7-yl)oxy]phenyl}acetic acid). Solvent: C1CCOC1 (THF). Yields the product O=S1(NC2N(C3=C1C=C(C=C3)OC3=CC=C(C=C3)CC(=O)N(C)C)CCC2)=O (2-{4-[(5,5-Dioxido-2,3,3a,4-tetrahydro-1H-pyrrolo[2,1-c][1,2,4]benzothiadiazin-7-yl)oxy]phenyl}-N,N-dimethylacetamide). As a reaction SMILES: [CH3:1][NH:2][CH3:3].[O:4]=[S:5]1(=[O:29])[C:10]2[CH:11]=[C:12]([O:15][C:16]3[CH:21]=[CH:20][C:19]([CH2:22][C:23](O)=[O:24])=[CH:18][CH:17]=3)[CH:13]=[CH:14][C:9]=2[N:8]2[CH2:26][CH2:27][CH2:28][CH:7]2[NH:6]1>C1COCC1>[O:4]=[S:5]1(=[O:29])[C:10]2[CH:11]=[C:12]([O:15][C:16]3[CH:17]=[CH:18][C:19]([CH2:22][C:23]([N:2]([CH3:3])[CH3:1])=[O:24])=[CH:20][CH:21]=3)[CH:13]=[CH:14][C:9]=2[N:8]2[CH2:26][CH2:27][CH2:28][CH:7]2[NH:6]1. Reported procedure: The procedure is as in Step A of Example 3 but replacing the ammonia gas with 2M dimethylamine in THF and 3-{4-[5,5-dioxo-2,3-dihydro-1H-pyrrolo[2,1-c][1,2,4]benzothiadiazin-7-yl)oxy]phenyl}propanoic acid by the compound obtained in Step B. Purification is carried out by chromatography on a silica column, eluting with a mixture of CH2Cl2/MeOH 99/1, followed by crystallisation from water. Starting materials: C([O-])([O-])=O.[Ca+2] (calcium carbonate), Cl (hydrochloric acid), NC1=C(C=C(C(=C1OC)[N+](=O)[O-])OC)OC (2-amino-4-nitro-1,3,5-trimethoxybenzene), ClC(=O)OCCCl (chloroethyl chloroformate). Solvent: O1CCOCC1 (dioxane), O (water). Conditions: temperature 90 celsius, time 30 minute. Product: ClCCOC(=O)NC1=C(C=C(C(=C1OC)[N+](=O)[O-])OC)OC (2-(β-chloroethoxycarbonyl)amino-4-nitro-1,3,5-trimethoxybenzene). RXN SMILES: [NH2:1][C:2]1[C:7]([O:8][CH3:9])=[C:6]([N+:10]([O-:12])=[O:11])[C:5]([O:13][CH3:14])=[CH:4][C:3]=1[O:15][CH3:16].C(=O)([O-])[O-].[Ca+2].Cl[C:23]([O:25][CH2:26][CH2:27][Cl:28])=[O:24].Cl>O1CCOCC1.O>[Cl:28][CH2:27][CH2:26][O:25][C:23]([NH:1][C:2]1[C:7]([O:8][CH3:9])=[C:6]([N+:10]([O-:12])=[O:11])[C:5]([O:13][CH3:14])=[CH:4][C:3]=1[O:15][CH3:16])=[O:24] |f:1.2|. Procedure details: 0.26 moles (60 g) of 2-amino-4-nitro-1,3,5-trimethoxybenzene are dissolved in 270 ml of dioxane. 26.3 g of calcium carbonate are added and the temperature is then raised to about 90° C. 0.34 moles (48.6 g) of chloroethyl chloroformate are then added with stirring. When the addition is complete, stirring is continued for additional 30 minutes at 90° C. The reaction mixture is diluted with 600 ml of iced water and is then acidified by adding 25 ml of concentrated hydrochloric acid. The precipitate... Product: CC(=O)OCc1cc(Cl)n2nc(C)nc2n1. Starting materials: CC(=O)OCc1cc(O)n2nc(C)nc2n1, CN(C)c1ccccc1, ClC(Cl)Cl, O=P(Cl)(Cl)Cl. As a reaction SMILES: [C:10]([CH3:11])(=[O:12])[O:13][CH2:14][c:15]1[n:16][c:17]2[n:18]([c:19]([OH:21])[cH:20]1)[n:22][c:23]([CH3:25])[n:24]2.[CH3:1][N:2]([c:3]1[cH:4][cH:5][cH:6][cH:7][cH:8]1)[CH3:9].[CH:26]([Cl:27])([Cl:28])[Cl:29].[P:30]([Cl:31])([Cl:32])([Cl:33])=[O:34]>>[C:10]([CH3:11])(=[O:12])[O:13][CH2:14][c:15]1[n:16][c:17]2[n:18]([c:19]([Cl:27])[cH:20]1)[n:22][c:23]([CH3:25])[n:24]2. Reactants: Cl.Cl.N1C=NC2=C1CCCN2 (4,5,6,7-tetrahydroimidazopyridine dihydrochloride), ClC1=NC=C(C(=N1)Cl)OC (2,4-dichloro-5-methoxy-pyrimidine), C(C)N(C(C)C)C(C)C (ethyldiisopropylamine). The solvent is C(CCC)O (butanol). Run at temperature 50 celsius, time 16 hour. The product is ClC1=NC=C(C(=N1)N1CC2=C(CC1)N=CN2)OC (2-chloro-4-(3,4,6,7-tetrahydro-imidazo[4,5-c]pyridin-5-yl)-5-methoxy-pyrimidine). RXN SMILES: [Cl:1][C:2]1[N:7]=[C:6](Cl)[C:5]([O:9][CH3:10])=[CH:4][N:3]=1.Cl.Cl.[NH:13]1[C:17]2[CH2:18][CH2:19][CH2:20][NH:21][C:16]=2[N:15]=[CH:14]1.C(N(C(C)C)C(C)C)C>C(O)CCC>[Cl:1][C:2]1[N:7]=[C:6]([N:21]2[CH2:20][CH2:19][C:18]3[N:15]=[CH:14][NH:13][C:17]=3[CH2:16]2)[C:5]([O:9][CH3:10])=[CH:4][N:3]=1 |f:1.2.3|. Reported procedure: 1 g 2,4-dichloro-5-methoxy-pyrimidine are dissolved in 4 mL butanol and combined with 1.04 g 4,5,6,7-tetrahydroimidazopyridine dihydrochloride and 2.96 mL ethyldiisopropylamine. This mixture is stirred for 16 h at 50° C. and then the solvent is eliminated in vacuo. The crude mixture is purified by column chromatography. The carrier material used is C18-RP-silica gel and a gradient is run through which consists at the starting point of 95% water and 5% acetonitrile and at the finishing point of 7... Starting materials: C1CCOC1, COC(=O)CCCCc1cnc(-c2ccccc2OC)o1, CCO, [Na+], [OH-]. Yields the product COc1ccccc1-c1ncc(CCCCC(=O)O)o1. Reaction SMILES: [CH2:22]1[O:23][CH2:24][CH2:25][CH2:26]1.[CH3:1][O:2][C:3]([CH2:4][CH2:5][CH2:6][CH2:7][c:8]1[cH:9][n:10][c:11](-[c:13]2[c:14]([O:19][CH3:20])[cH:15][cH:16][cH:17][cH:18]2)[o:12]1)=[O:21].[CH3:29][CH2:30][OH:31].[Na+:28].[OH-:27]>>[O:2]=[C:3]([CH2:4][CH2:5][CH2:6][CH2:7][c:8]1[cH:9][n:10][c:11](-[c:13]2[c:14]([O:19][CH3:20])[cH:15][cH:16][cH:17][cH:18]2)[o:12]1)[OH:21]. The reactants are [BH4-].[Na+] (sodium borohydride), NC1=NC(=CC(=N1)NCC1(CC(C1)=O)CO)Cl (2-Amino-6-chloro-4-[[(1-hydroxymethyl-3-oxo-1-cyclobutyl)methyl]-amino]pyrimidine), Cl.C(C)O (hydrochloric acid ethanol). The solvent is C(C)O (ethanol). Run at time 30 minute. The product is NC1=NC(=CC(=N1)NCC1(CC(C1)O)CO)Cl (2-Amino-6-chloro-4-[[(1-hydroxymethyl-3-hydroxy-1-cyclobutyl)methyl]-amino]pyrimidine). As a reaction SMILES: [NH2:1][C:2]1[N:7]=[C:6]([NH:8][CH2:9][C:10]2([CH2:15][OH:16])[CH2:13][C:12](=[O:14])[CH2:11]2)[CH:5]=[C:4]([Cl:17])[N:3]=1.[BH4-].[Na+].Cl.C(O)C>C(O)C>[NH2:1][C:2]1[N:7]=[C:6]([NH:8][CH2:9][C:10]2([CH2:15][OH:16])[CH2:11][CH:12]([OH:14])[CH2:13]2)[CH:5]=[C:4]([Cl:17])[N:3]=1 |f:1.2,3.4|. Procedure: 2-Amino-6-chloro-4-[[(1-hydroxymethyl-3-oxo-1-cyclobutyl)methyl]-amino]pyrimidine (2.21 g, 8.26 mmol) was dissolved in ethanol (80 ml) and sodium borohydride (0.31 g, 8.26 mmol) was added portionwise under ice-cooling. The mixture was stirred at room temperature for 30 minutes. The mixture was neutralized with hydrochloric acid-ethanol. The solvent was distilled away under reduced pressure and the residue was purified by silica gel column chromatography (chloroform:methanol=100:7) to give white ...